The task is: describe an organic reaction: reactants, conditions, products, and yield. This data is from the Open Reaction Database (ORD), a public repository of structured organic reaction records. Starting materials: N1C=C(C2=CC=CC=C12)C=O (1H-indole-3-carboxaldehyde), N1=CC=CC=C1 (pyridine), C(C)(=O)OC(C)=O (acetic anhydride), N,N-dimethylaminopyridine. The solvent is C(C)(=O)OCC (ethyl acetate), ClCCl (dichloromethane). Run at time 2 hour. The product is C(C)(=O)N1C=C(C2=CC=CC=C12)C=O (1-acetyl-1H-indole-3-carboxaldehyde). Yield: 60.6%. Reaction SMILES: [NH:1]1[C:9]2[C:4](=[CH:5][CH:6]=[CH:7][CH:8]=2)[C:3]([CH:10]=[O:11])=[CH:2]1.N1C=CC=CC=1.[C:18](OC(=O)C)(=[O:20])[CH3:19]>ClCCl.C(OCC)(=O)C>[C:18]([N:1]1[C:9]2[C:4](=[CH:5][CH:6]=[CH:7][CH:8]=2)[C:3]([CH:10]=[O:11])=[CH:2]1)(=[O:20])[CH3:19]. Procedure details: To a solution of 1H-indole-3-carboxaldehyde (300 mg, 2.07 mmol) in 6.2 mL of dry dichloromethane were added pyridine (0.34 mL, 4.2 mmol), acetic anhydride (0.59 mL, 6.2 mmol), and N,N-dimethylaminopyridine (20 mg, 0.16 mmol) at room temperature, successively. After being stirred at room temperature for 2 h, the reaction mixture was diluted with ethyl acetate. The solution was washed with 1N HCl, saturated NaHCO3 aqueous solution, brine, dried over MgSO4, filtered, and concentrated in vacuo. The ... Starting materials: Nc1ccc(Br)cc1F, O=S(=O)(Cl)CCCCl, ClCCl, c1ccncc1. Yields the product O=S(=O)(CCCCl)Nc1ccc(Br)cc1F. Reaction SMILES: [Br:9][c:10]1[cH:11][c:12]([F:17])[c:13]([NH2:14])[cH:15][cH:16]1.[Cl:1][CH2:2][CH2:3][CH2:4][S:5](=[O:6])(=[O:7])[Cl:8].[Cl:24][CH2:25][Cl:26].[cH:18]1[cH:19][cH:20][n:21][cH:22][cH:23]1>>[Cl:1][CH2:2][CH2:3][CH2:4][S:5](=[O:6])(=[O:7])[NH:14][c:13]1[c:12]([F:17])[cH:11][c:10]([Br:9])[cH:16][cH:15]1. Starting materials: C(C)(C)(C)OC(N[C@@H](CCCO)CO)=O (((S)-4-Hydroxy-1-hydroxymethyl-butyl)-carbamic acid tert-butyl ester), C(#N)C=P(CCCC)(CCCC)CCCC (Cyanomethylenetributylphosphorane). Solvent: C1=CC=CC=C1 (benzene). Reaction conditions: temperature 100 celsius, time 24 hour. Product: C(C)(C)(C)OC(N[C@@H]1COCCC1)=O ((S)-(tetrahydro-pyran-3-yl)-carbamic acid tert-butyl ester). The yield is 69.1%. RXN SMILES: [C:1]([O:5][C:6](=[O:15])[NH:7][C@H:8]([CH2:13][OH:14])[CH2:9][CH2:10][CH2:11]O)([CH3:4])([CH3:3])[CH3:2].C(C=P(CCCC)(CCCC)CCCC)#N>C1C=CC=CC=1>[C:1]([O:5][C:6](=[O:15])[NH:7][C@H:8]1[CH2:9][CH2:10][CH2:11][O:14][CH2:13]1)([CH3:4])([CH3:3])[CH3:2]. Procedure details: ((S)-4-Hydroxy-1-hydroxymethyl-butyl)-carbamic acid tert-butyl ester (100 mg, 0.46 mmol) was dissolved in warm benzene (1.5 ml). Cyanomethylenetributylphosphorane (165 mg, 0.68 mmol) was added and the reaction vessel was sealed and stirred at 100° C. for 24 h. The reaction was cooled, evaporated and purified by silica gel chromatography (ethyl acetate/hexanes) to give 64 mg (69%) of (S)-(tetrahydro-pyran-3-yl)-carbamic acid tert-butyl ester. (M+Na)+=224. The reactants are BrC1=CC2=C(CN(CC2O)C)S1 (2-bromo-6-methyl-4,5,6,7-tetrahydrothieno[2,3-c]pyridin-4-ol), ClC=1C=C(C=CC1Cl)F (3,4-dichloro-1-fluorobenzene). The product is Cl.BrC1=CC2=C(CN(CC2OC2=CC(=C(C=C2)Cl)Cl)C)S1 (2-Bromo-4-(3,4-dichlorophenyloxy)-6-methyl-4,5,6,7-tetrahydrothieno[2,3-c]pyridine hydrochloride). As a reaction SMILES: [Br:1][C:2]1[S:12][C:5]2[CH2:6][N:7]([CH3:11])[CH2:8][CH:9]([OH:10])[C:4]=2[CH:3]=1.[Cl:13][C:14]1[CH:15]=[C:16](F)[CH:17]=[CH:18][C:19]=1[Cl:20]>>[ClH:13].[Br:1][C:2]1[S:12][C:5]2[CH2:6][N:7]([CH3:11])[CH2:8][CH:9]([O:10][C:17]3[CH:16]=[CH:15][C:14]([Cl:13])=[C:19]([Cl:20])[CH:18]=3)[C:4]=2[CH:3]=1 |f:2.3|. Reported procedure: The same method as in Example 3 was conducted using 2-bromo-6-methyl-4,5,6,7-tetrahydrothieno[2,3-c]pyridin-4-ol (Reference Example 12) instead of 6-methyl-4,5,6,7-tetrahydrofuro[2,3-c]pyridin-4-ol (Reference Example 1) and was conducted using 3,4-dichloro-1-fluorobenzene instead of 1,3-difluorobenzene to give the objective compound. Starting materials: Cc1cc(C)c(-n2c(C)c(C)c3c(C#N)nc(C)nc32)c(C)c1, CCC(C)[Mg+], [Cl-], C1CCOC1. Yields the product CCC(C)C(=O)c1nc(C)nc2c1c(C)c(C)n2-c1c(C)cc(C)cc1C. As a reaction SMILES: [CH3:7][c:8]1[n:9][c:10]([C:28]#[N:29])[c:11]2[c:12]([n:13]1)[n:14](-[c:19]1[c:20]([CH3:27])[cH:21][c:22]([CH3:26])[cH:23][c:24]1[CH3:25])[c:15]([CH3:18])[c:16]2[CH3:17].[CH:2]([CH3:3])([CH2:4][CH3:5])[Mg+:6].[Cl-:1].[O:30]1[CH2:31][CH2:32][CH2:33][CH2:34]1>>[CH:2]([CH3:3])([CH2:4][CH3:5])[C:28]([c:10]1[n:9][c:8]([CH3:7])[n:13][c:12]2[c:11]1[c:16]([CH3:17])[c:15]([CH3:18])[n:14]2-[c:19]1[c:20]([CH3:27])[cH:21][c:22]([CH3:26])[cH:23][c:24]1[CH3:25])=[O:30]. As a reaction SMILES: [CH2:1]([CH2:3][NH2:4])[OH:2].Br[C:6]1[N:10]([C@H:11]2[O:23][C@@H:22]([CH2:24][O:25]C(=O)C)[C@H:17]([O:18]C(=O)C)[C@@H:12]2[O:13]C(=O)C)[C:9]2[CH:29]=[C:30]([Cl:34])[C:31]([Cl:33])=[CH:32][C:8]=2[N:7]=1.C(O)C.CCOCC>CN(C=O)C.C(OCC)(=O)C>[Cl:33][C:31]1[C:30]([Cl:34])=[CH:29][C:9]2[N:10]([C@H:11]3[O:23][C@@H:22]([CH2:24][OH:25])[C@H:17]([OH:18])[C@@H:12]3[OH:13])[C:6]([NH:4][CH2:3][CH2:1][OH:2])=[N:7][C:8]=2[CH:32]=1. Run at temperature 80 celsius, time 24 hour. Reactants: pure product, C(O)CN (Ethanolamine), CCOCC (ether), BrC1=NC2=C(N1[C@@H]1[C@@H](OC(C)=O)[C@@H](OC(C)=O)[C@@H](O1)COC(C)=O)C=C(C(=C2)Cl)Cl (2-bromo-5,6-dichloro-1-(2,3,5-tri-O-acetyl-beta-L-ribofuranosyl)-1H-benzimidazole), C(C)O (ethanol). Procedure details: Ethanolamine (25 ml) and 2-bromo-5,6-dichloro-1-(2,3,5-tri-O-acetyl-beta-L-ribofuranosyl)-1H-benzimidazole (0.62 g, 1.2 mmol) were combined with absolute ethanol (50 mL) and stirred at 80° C. for 24 h. The reaction mixture was concentrated and purified on a silica gel column (2.5 cm×16 cm, 230-400 mesh) with 1:20 methanol:dichloromethane (500 mL), then 1:9 methanol:dichloromethane. Crude product was obtained which was ether purified on a silica gel filter pad with 1:1 acetone: dichloromethane an... Product: ClC1=CC2=C(N(C(=N2)NCCO)[C@@H]2[C@@H](O)[C@@H](O)[C@@H](O2)CO)C=C1Cl (2-((5,6-Dichloro-1-(beta-L-ribofuranosyl)-1H-benzimidazol-2-yl)amino)ethanol). Solvent: C(C)(=O)OCC (ethyl acetate), CN(C)C=O (DMF). Reactants: BrC1=NC=C(C=C1C)I (2-bromo-5-iodo-3-methylpyridine), C1(=C(C=CC=C1)P(C1=C(C=CC=C1)C)C1=C(C=CC=C1)C)C (tri-o-tolylphosphine), C(C)(C)N(CC)C(C)C (diisopropylethylamine), C(C=C)(=O)OCC (ethyl acrylate). Reagents/catalysts: C(C)(=O)[O-].[Pd+2].C(C)(=O)[O-] (palladium(II) acetate). Solvent: CN(C)C=O (DMF), O (water). Run at temperature 90 celsius. Yields the product BrC1=C(C=C(C=N1)/C=C/C(=O)OCC)C (ethyl (2E)-3-(6-bromo-5-methyl-3-pyridyl)acrylate). As a reaction SMILES: [Br:1][C:2]1[C:7]([CH3:8])=[CH:6][C:5](I)=[CH:4][N:3]=1.C1(C)C=CC=CC=1P(C1C=CC=CC=1C)C1C=CC=CC=1C.C(N(C(C)C)CC)(C)C.[C:41]([O:45][CH2:46][CH3:47])(=[O:44])[CH:42]=[CH2:43]>CN(C=O)C.C([O-])(=O)C.[Pd+2].C([O-])(=O)C.O>[Br:1][C:2]1[N:3]=[CH:4][C:5](/[CH:43]=[CH:42]/[C:41]([O:45][CH2:46][CH3:47])=[O:44])=[CH:6][C:7]=1[CH3:8] |f:5.6.7|. Reported procedure: To a solution of 2-bromo-5-iodo-3-methylpyridine (1.5 g) in DMF (15 mL) was added palladium(II) acetate (56.5 mg) and tri-o-tolylphosphine (230 mg) and diisopropylethylamine (3.5 mL), and ethyl acrylate (1.09 mL). The mixture was heated at 90° C. for 1 hour. Resulting mixture was poured into water and extracted with AcOEt. The organic layer was washed with water and brine, and dried over Na2SO4, and the solvent was removed in vacuo. Residual brown oil was purified by silica gel column chromatogr... Starting materials: CCOC(Cc1ccc(-c2nc([N+](=O)[O-])nn2C)cc1)C(=O)OC, CCO, CO. Yields the product CCOC(Cc1ccc(-c2nc(N)nn2C)cc1)C(=O)OC. As a reaction SMILES: [CH2:1]([CH3:2])[O:3][CH:4]([C:5](=[O:6])[O:7][CH3:8])[CH2:9][c:10]1[cH:11][cH:12][c:13](-[c:16]2[n:17]([CH3:24])[n:18][c:19]([N+:21]([O-:22])=[O:23])[n:20]2)[cH:14][cH:15]1.[CH3:25][CH2:26][OH:27].[CH3:28][OH:29]>>[CH2:1]([CH3:2])[O:3][CH:4]([C:5](=[O:6])[O:7][CH3:8])[CH2:9][c:10]1[cH:11][cH:12][c:13](-[c:16]2[n:17]([CH3:24])[n:18][c:19]([NH2:21])[n:20]2)[cH:14][cH:15]1. Reactants: C1(CC1)COC1=CC2=C(N=C(O2)C2=CC=C(C=N2)OC[C@H](C)NC(OC(C)(C)C)=O)C=C1 (tert-butyl [(1S)-2-({6-[6-(cyclopropylmethoxy)-1,3-benzoxazol-2-yl]pyridin-3-yl}oxy)-1-methylethyl]carbamate), Cl.C(C)(=O)OCC (hydrogen chloride ethyl acetate). Solvent: C(C)(=O)OCC (ethyl acetate). Reaction conditions: time 2 hour. Yields the product C1(CC1)COC1=CC2=C(N=C(O2)C2=CC=C(C=N2)OC[C@H](C)NC(C)=O)C=C1 (N-[(1S)-2-({6-[6-(cyclopropylmethoxy)-1,3-benzoxazol-2-yl]pyridin-3-yl}oxy)-1-methylethyl]acetamide). As a reaction SMILES: [CH:1]1([CH2:4][O:5][C:6]2[CH:32]=[CH:31][C:9]3[N:10]=[C:11]([C:13]4[N:18]=[CH:17][C:16]([O:19][CH2:20][C@@H:21]([NH:23][C:24](=[O:30])OC(C)(C)C)[CH3:22])=[CH:15][CH:14]=4)[O:12][C:8]=3[CH:7]=2)[CH2:3][CH2:2]1.Cl.[C:34](OCC)(=O)C>C(OCC)(=O)C>[CH:1]1([CH2:4][O:5][C:6]2[CH:32]=[CH:31][C:9]3[N:10]=[C:11]([C:13]4[N:18]=[CH:17][C:16]([O:19][CH2:20][C@@H:21]([NH:23][C:24](=[O:30])[CH3:34])[CH3:22])=[CH:15][CH:14]=4)[O:12][C:8]=3[CH:7]=2)[CH2:2][CH2:3]1 |f:1.2|. Reported procedure: To a solution of tert-butyl [(1S)-2-({6-[6-(cyclopropylmethoxy)-1,3-benzoxazol-2-yl]pyridin-3-yl}oxy)-1-methylethyl]carbamate (350 mg) in ethyl acetate (20 mL) was added 4M hydrogen chloride/ethyl acetate (10 mL), and the mixture was stirred at room temperature for 2 hr. The solvent was evaporated under reduced pressure, and the residue was dissolved in pyridine (15 mL). Acetic anhydride (163 mg) was added thereto, and the mixture was stirred at room temperature for 15 hr. The reaction mixture w...